Dataset: the Open Reaction Database (ORD), a public repository of structured organic reaction records. Task: describe an organic reaction: reactants, conditions, products, and yield Starting materials: CC(C)(C)OC(=O)NC(COS(C)(=O)=O)CC1(F)CCCCC1, CN, CCO. Yields the product CNCC(CC1(F)CCCCC1)NC(=O)OC(C)(C)C. RXN SMILES: [CH3:1][S:2]([O:3][CH2:6][CH:7]([CH2:8][C:9]1([F:15])[CH2:10][CH2:11][CH2:12][CH2:13][CH2:14]1)[NH:16][C:17](=[O:18])[O:19][C:20]([CH3:21])([CH3:22])[CH3:23])(=[O:4])=[O:5].[CH3:24][NH2:25].[CH3:26][CH2:27][OH:28]>>[CH2:6]([CH:7]([CH2:8][C:9]1([F:15])[CH2:10][CH2:11][CH2:12][CH2:13][CH2:14]1)[NH:16][C:17](=[O:18])[O:19][C:20]([CH3:21])([CH3:22])[CH3:23])[NH:25][CH3:24]. Starting materials: C(=O)([O-])[O-].[Na+].[Na+] (Na2CO3), CC1(OB(OC1(C)C)C=1C=C2C=CN(C2=CC1)C(=O)OC(C)(C)C)C (tert-butyl 5-(4,4,5,5-tetramethyl-1,3,2-dioxaborolan-2-yl)-1H-indole-1-carboxylate), IC1=NN(C2=NC=NC(=C21)N)C(C)C (3-iodo-1-isopropyl-1H-pyrazolo[3,4-d]pyrimidin-4-amine). The reagents and catalysts are C=1C=CC(=CC1)[P](C=2C=CC=CC2)(C=3C=CC=CC3)[Pd]([P](C=4C=CC=CC4)(C=5C=CC=CC5)C=6C=CC=CC6)([P](C=7C=CC=CC7)(C=8C=CC=CC8)C=9C=CC=CC9)[P](C=1C=CC=CC1)(C=1C=CC=CC1)C=1C=CC=CC1 (Pd(PPh3)4). Solvent: CCO (EtOH), COCCOC (DME). Run at temperature 80 celsius. Product: NC1=C2C(=NC=N1)N(N=C2C=2C=C1C=CN(C1=CC2)C(=O)OC(C)(C)C)C(C)C (tert-butyl 5-(4-amino-1-isopropyl-1H-pyrazolo[3,4-d]pyrimidin-3-yl)-1H-indole-1-carboxylate). Isolated yield 9.5%. Reaction SMILES: CC1(C)C(C)(C)OB([C:9]2[CH:10]=[C:11]3[C:15](=[CH:16][CH:17]=2)[N:14]([C:18]([O:20][C:21]([CH3:24])([CH3:23])[CH3:22])=[O:19])[CH:13]=[CH:12]3)O1.I[C:27]1[C:35]2[C:30](=[N:31][CH:32]=[N:33][C:34]=2[NH2:36])[N:29]([CH:37]([CH3:39])[CH3:38])[N:28]=1.C([O-])([O-])=O.[Na+].[Na+]>CCO.COCCOC.C1C=CC([P]([Pd]([P](C2C=CC=CC=2)(C2C=CC=CC=2)C2C=CC=CC=2)([P](C2C=CC=CC=2)(C2C=CC=CC=2)C2C=CC=CC=2)[P](C2C=CC=CC=2)(C2C=CC=CC=2)C2C=CC=CC=2)(C2C=CC=CC=2)C2C=CC=CC=2)=CC=1>[NH2:36][C:34]1[N:33]=[CH:32][N:31]=[C:30]2[N:29]([CH:37]([CH3:39])[CH3:38])[N:28]=[C:27]([C:9]3[CH:10]=[C:11]4[C:15](=[CH:16][CH:17]=3)[N:14]([C:18]([O:20][C:21]([CH3:22])([CH3:23])[CH3:24])=[O:19])[CH:13]=[CH:12]4)[C:35]=12 |f:2.3.4,^1:58,60,79,98|. Procedure details: A solution of tert-butyl 5-(4,4,5,5-tetramethyl-1,3,2-dioxaborolan-2-yl)-1H-indole-1-carboxylate (212 mg, 0.61 mmol) in EtOH (3.3 ml) was added to a solution of 3-iodo-1-isopropyl-1H-pyrazolo[3,4-d]pyrimidin-4-amine (75 mg, 0.25 mmol) in DME (12 ml). Pd(PPh3)4 (30 mg, 0.03 mmol) and saturated Na2CO3 (1.9 ml) were added and the reaction was heated to 80° C. under an argon atmosphere overnight. After cooling, the reaction was extracted with saturated NaCl and CH2Cl2. Organic phases were combined, ...